describe an organic reaction: reactants, conditions, products, and yield From a dataset of the Open Reaction Database (ORD), a public repository of structured organic reaction records. RXN SMILES: [C:1]([C:3]1[CH:8]=[CH:7][C:6]([NH2:9])=[C:5]([NH2:10])[CH:4]=1)#[N:2].[CH:11]([N:14]=[C:15]=S)([CH3:13])[CH3:12].CC1C=CC(S([O-])(=O)=O)=CC=1.C[N+]1(CCN=C=NC2CCCCC2)CCOCC1>N1C=CC=CC=1>[C:1]([C:3]1[CH:8]=[CH:7][C:6]2[NH:9][C:15]([NH:14][CH:11]([CH3:13])[CH3:12])=[N:10][C:5]=2[CH:4]=1)#[N:2] |f:2.3|. Procedure: 4-Cyano-1,2-phenylenediamine (prepared according to the method of Fairley, T. A., et.al. J. Med. Chem. 1993, 36, 1746, 3.7 g, 27.8 mmol), isopropyl isothiocyanate (3.3 g, 32.7 mmol), 1-cyclohexyl-3-(2-morpholinoethyl)carbodiimide metho-p-toluenesulfonate (16.0 g , 37.8 mmol) and pyridine (200 mL) were used according to general procedure I. The title compound was recrystallized from 1,4-dioxane to provide a tan powder (2.2 g, 40%); m.p. 185-190° C.; 1H NMR (DMSO-d6) δ: 11.0 (br s, 1H, NH), 7.44 (... Product: C(#N)C1=CC2=C(NC(=N2)NC(C)C)C=C1 (5-Cyano-N-(1-methylethyl)-1H-benzimidazol-2-amine). Isolated yield 40.0%. Reactants: C(#N)C1=CC(=C(C=C1)N)N (4-Cyano-1,2-phenylenediamine), C(C)(C)N=C=S (isopropyl isothiocyanate), CC1=CC=C(C=C1)S(=O)(=O)[O-].C[N+]1(CCOCC1)CCN=C=NC2CCCCC2 (1-cyclohexyl-3-(2-morpholinoethyl)carbodiimide metho-p-toluenesulfonate). Run in N1=CC=CC=C1 (pyridine).